This data is from the Open Reaction Database (ORD), a public repository of structured organic reaction records. The task is: describe an organic reaction: reactants, conditions, products, and yield Reactants: CS(=O)(=O)OS(=O)(=O)C (Methanesulfonic anhydride), C(C)OCC=1N(C2=C(C(=NC=3C=CC(=CC23)OC2CCNCC2)N)N1)CCC (2-(ethoxymethyl)-8-(piperidin-4-yloxy)-1-propyl-1H-imidazo[4,5-c]quinolin-4-amine), C([O-])([O-])=O.[Na+].[Na+] (sodium carbonate). The solvent is ClCCl (dichloromethane). Conditions: time 16 hour. Product: C(C)OCC=1N(C2=C(C(=NC=3C=CC(=CC23)OC2CCN(CC2)S(=O)(=O)C)N)N1)CCC (2-(ethoxymethyl)-8-{[1-(methylsulfonyl)piperidin-4-yl]oxy}-1-propyl-1H-imidazo[4,5-c]quinolin-4-amine). Yield: 83.3%. As a reaction SMILES: [CH3:1][S:2]([O:5]S(C)(=O)=O)(=O)=[O:3].[CH2:10]([O:12][CH2:13][C:14]1[N:15]([CH2:35][CH2:36][CH3:37])[C:16]2[C:25]3[CH:24]=[C:23]([O:26][CH:27]4[CH2:32][CH2:31][NH:30][CH2:29][CH2:28]4)[CH:22]=[CH:21][C:20]=3[N:19]=[C:18]([NH2:33])[C:17]=2[N:34]=1)[CH3:11].C(=O)([O-])[O-].[Na+].[Na+]>ClCCl>[CH2:10]([O:12][CH2:13][C:14]1[N:15]([CH2:35][CH2:36][CH3:37])[C:16]2[C:25]3[CH:24]=[C:23]([O:26][CH:27]4[CH2:28][CH2:29][N:30]([S:2]([CH3:1])(=[O:5])=[O:3])[CH2:31][CH2:32]4)[CH:22]=[CH:21][C:20]=3[N:19]=[C:18]([NH2:33])[C:17]=2[N:34]=1)[CH3:11] |f:2.3.4|. Procedure: Methanesulfonic anhydride (0.295 g, 1.69 mmol) was added in one portion to a stirred solution of 2-(ethoxymethyl)-8-(piperidin-4-yloxy)-1-propyl-1H-imidazo[4,5-c]quinolin-4-amine (prepared as described in Example 411, 0.650 g, 1.69 mmol) in dichloromethane (15 mL) at room temperature, resulting in a white precipitate. After 16 hours, 2.0 M aqueous sodium carbonate was added and the reaction mixture was allowed to stir for 45 minutes. The precipitate dissolved and the mixture was transferred to a... Starting materials: Br (HBr), Cl.COC=1C=C2C(CC(O2)C)=C(C1)NC (2,3-dihydro-6-methoxy-N,2-dimethyl-4-benzofuranamine hydrochloride). The solvent is C(C)(=O)O (acetic acid). The product is OC=1C=C2C(CC(O2)C)=C(C1)NC (2,3-dihydro-6-hydroxy-N,2-dimethyl-4-benzofuranamine). Yield: 77.0%. RXN SMILES: Br.Cl.C[O:4][C:5]1[CH:6]=[C:7]2[O:11][CH:10]([CH3:12])[CH2:9][C:8]2=[C:13]([NH:15][CH3:16])[CH:14]=1>C(O)(=O)C>[OH:4][C:5]1[CH:6]=[C:7]2[O:11][CH:10]([CH3:12])[CH2:9][C:8]2=[C:13]([NH:15][CH3:16])[CH:14]=1 |f:1.2|. Reported procedure: 5 cc of 48% HBr are added to a solution of 5 grams of 2,3-dihydro-6-methoxy-N,2-dimethyl-4-benzofuranamine hydrochloride in 20 cc of acetic acid and the resulting mixture is refluxed for 16 hours. At the end of this time the solvent is evaporated off and the residue, taken up with sodium bicarbonate, is thoroughly extracted with ether. Evaporation of this organic phase, previously dried over Na2SO4, gives a crude residue which crystallized from ethyl ether-petroleum ether yields 3 grams of the d... Reactants: C(C)(=O)OCC1=NC(=NO1)CONC(=O)C1C(N(C(C2=CC=CC=C12)=O)C1C(CCCC1)NS(=O)(=O)C)C1=C(C=C(C=C1)Cl)Cl ((3-{[({[(3RS,4RS)-3-(2,4-dichlorophenyl)-2-{(1SR,2SR)-2-[(mesyl)amino]cyclohexyl}-1-oxo-1,2,3,4-tetrahydroisoquinolin-4-yl]carbonyl}amino)oxy]methyl}-1,2,4-oxadiazol-5-yl)methyl acetate), C([O-])([O-])=O.[K+].[K+] (potassium carbonate), C(C)(=O)OCC (ethyl acetate). The solvent is CO (methanol). Conditions: time 3 hour. The product is O=C1NCC(C2=CC=CC=C12)C(=O)N (1-oxo-1,2,3,4-tetrahydroisoquinoline-4-carboxamide). RXN SMILES: C(OCC1ON=C(CO[NH:13][C:14]([CH:16]2[C:25]3[C:20](=[CH:21][CH:22]=[CH:23][CH:24]=3)[C:19](=[O:26])[N:18](C3CCCCC3NS(C)(=O)=O)[CH:17]2C2C=CC(Cl)=CC=2Cl)=[O:15])N=1)(=O)C.C(=O)([O-])[O-].[K+].[K+].C(OCC)(=O)C>CO>[O:26]=[C:19]1[C:20]2[C:25](=[CH:24][CH:23]=[CH:22][CH:21]=2)[CH:16]([C:14]([NH2:13])=[O:15])[CH2:17][NH:18]1 |f:1.2.3|. Procedure details: To a solution of 323 mg of (3-{[({[(3RS,4RS)-3-(2,4-dichlorophenyl)-2-{(1SR,2SR)-2-[(mesyl)amino]cyclohexyl}-1-oxo-1,2,3,4-tetrahydroisoquinolin-4-yl]carbonyl}amino)oxy]methyl}-1,2,4-oxadiazol-5-yl)methyl acetate in 6.5 ml of methanol was added 66 mg of potassium carbonate, followed by stirring at room temperature for 3 hours. To the reaction solution was added ethyl acetate, followed by washing with a saturated aqueous sodium chloride solution. The organic layer was dried over anhydrous magnesi... The reactants are [Mn](=O)(=O)(=O)[O-].[K+] (potassium permanganate), S(=O)(=O)([O-])S(=O)[O-].[Na+].[Na+] (sodium metabisulfite), C1(CCCCC1)CNC(=O)C=1SC(=NN1)SC (5-methylthio-1,3,4-thiadiazole-2-carboxylic acid cyclohexylmethylamide), C(C)(=O)O (acetic acid), ice water. Reagents/catalysts: [O-2].[O-2].[Mn+4] (manganese dioxide). The solvent is O (water), O (water). Run at temperature 70 celsius, time 30 minute. The product is C1(CCCCC1)CNC(=O)C=1SC(=NN1)S(=O)(=O)C (5-methylsulfonyl-1,3,4-thiadiazole-2-carboxylic acid-cyclohexylmethylamide). As a reaction SMILES: [CH:1]1([CH2:7][NH:8][C:9]([C:11]2[S:12][C:13](SC)=[N:14][N:15]=2)=[O:10])[CH2:6][CH2:5][CH2:4][CH2:3][CH2:2]1.[Mn]([O-])(=O)(=O)=O.[K+].[S:24](S([O-])=O)([O-:27])(=O)=[O:25].[Na+].[Na+].[C:33](O)(=O)C>O.[O-2].[O-2].[Mn+4]>[CH:1]1([CH2:7][NH:8][C:9]([C:11]2[S:12][C:13]([S:24]([CH3:33])(=[O:27])=[O:25])=[N:14][N:15]=2)=[O:10])[CH2:6][CH2:5][CH2:4][CH2:3][CH2:2]1 |f:1.2,3.4.5,8.9.10|. Reported procedure: 20.3 g of 5-methylthio-1,3,4-thiadiazole-2-carboxylic acid cyclohexylmethylamide were dissolved in 130 ml acetic acid and 25 ml water. 16 g pulverized potassium permanganate was then introduced upon stirring to cause the temperature to increase to 70° C. Thereafter, stirring was continued for 30 minutes. The mixture was cooled and then mixed with 300 ml ice water. The formed manganese dioxide was reduced with a solution of 14.3 g sodium metabisulfite in 100 ml water. The precipitated compound wa...